This data is from the Open Reaction Database (ORD), a public repository of structured organic reaction records. The task is: describe an organic reaction: reactants, conditions, products, and yield Reactants: C1(CCCCC1)NC(=O)NC1=C(C=CC=C1)S(=O)(=O)F (N-cyclohexyl-N'-(2-fluorosulphonylphenyl) urea), C(CC(=O)O)(=O)O (malonic acid), C(C)(=O)Cl (acetylchloride), C(C)(=O)Cl (acetylchloride). Solvent: O (water). Yields the product C1(CCCCC1)N1C(=O)N(C(=O)CC1=O)C1=C(C=CC=C1)S(=O)(=O)F (1-cyclohexyl-3-(2-fluorosulphonylphenyl)barbituric acid). As a reaction SMILES: [CH:1]1([NH:7][C:8]([NH:10][C:11]2[CH:16]=[CH:15][CH:14]=[CH:13][C:12]=2[S:17]([F:20])(=[O:19])=[O:18])=[O:9])[CH2:6][CH2:5][CH2:4][CH2:3][CH2:2]1.[C:21](O)(=[O:26])[CH2:22][C:23](O)=[O:24].C(Cl)(=O)C>O>[CH:1]1([N:7]2[C:21](=[O:26])[CH2:22][C:23](=[O:24])[N:10]([C:11]3[CH:16]=[CH:15][CH:14]=[CH:13][C:12]=3[S:17]([F:20])(=[O:19])=[O:18])[C:8]2=[O:9])[CH2:6][CH2:5][CH2:4][CH2:3][CH2:2]1. Reported procedure: A mixture of N-cyclohexyl-N'-(2-fluorosulphonylphenyl) urea (300 g, 1 mole), malonic acid (156 g, 1 mole) and acetylchloride (427 ml, 6 moles) was refluxed for 4 hours with stirring, cooled to room temperature, poured into water (4.25 l) and stirred for 1 hour to decompose the excess of acetylchloride. Then the 1-cyclohexyl-3-(2-fluorosulphonylphenyl)barbituric acid formed was added with portions and with stirring to 1N ammoniumhydroxide (5 l, 5 moles). After the last addition, stirring was cont... The reactants are ClC(Cl)Cl, O=C(O)CCCl, O=S(=O)(O)C(F)(F)F, O, Oc1cccc(O)c1. Product: O=C(CCCl)c1ccc(O)cc1O. Reaction SMILES: [CH:23]([Cl:24])([Cl:25])[Cl:26].[Cl:9][CH2:10][CH2:11][C:12](=[O:13])[OH:14].[F:15][C:16]([F:17])([F:18])[S:19]([OH:20])(=[O:21])=[O:22].[OH2:27].[OH:1][c:2]1[cH:3][cH:4][cH:5][c:6]([OH:7])[cH:8]1>>[OH:1][c:2]1[c:3]([C:12]([CH2:11][CH2:10][Cl:9])=[O:13])[cH:4][cH:5][c:6]([OH:7])[cH:8]1.